From a dataset of the Open Reaction Database (ORD), a public repository of structured organic reaction records. describe an organic reaction: reactants, conditions, products, and yield Starting materials: ClCC(=O)Cl (Chloroacetyl chloride), ClC=1C=CC(=C(N)C1)O (5-chloro-2-hydroxyaniline), C([O-])(O)=O.[Na+] (sodium bicarbonate). The reagents and catalysts are [Cl-].C(C)[N+](CC1=CC=CC=C1)(CC)CC (triethyl benzylammonium chloride). The solvent is ClCCl (dichloromethane), ClCCl (dichloromethane). The product is ClC=1C=CC2=C(NC(CO2)=O)C1 (6-chloro-benzo[1,4]oxazin-3-one). The yield is 93.0%. Reaction SMILES: Cl[CH2:2][C:3](Cl)=[O:4].[Cl:6][C:7]1[CH:8]=[CH:9][C:10]([OH:14])=[C:11]([CH:13]=1)[NH2:12].C(=O)(O)[O-].[Na+]>ClCCl.[Cl-].C([N+](CC)(CC)CC1C=CC=CC=1)C>[Cl:6][C:7]1[CH:8]=[CH:9][C:10]2[O:14][CH2:2][C:3](=[O:4])[NH:12][C:11]=2[CH:13]=1 |f:2.3,5.6|. Procedure: Chloroacetyl chloride (2.39 ml) in dichloromethane (25 ml) was added to a mixture of 5-chloro-2-hydroxyaniline (3.59 g), triethyl benzylammonium chloride (5.7 g) and sodium bicarbonate (8.4 g) in dichloromethane (100 ml) at 0°C. After the addition the mixture was heated to reflux for 4 hours, then cooled and concentrated. The residue was treated with water and the resultant solid washed with ether to give 6-chloro-benzo[1,4]oxazin-3-one (4.2 g, 93% yield) as a buff coloured solid; 1H NMR (270 Mz... The reactants are CO, Cc1ccccc1, COC=C(C#N)C(OC)OC. Reaction SMILES: [CH3:12][OH:13].[CH3:14][c:15]1[cH:16][cH:17][cH:18][cH:19][cH:20]1.[CH3:1][O:2][CH:3]=[C:4]([C:5]#[N:6])[CH:7]([O:8][CH3:9])[O:10][CH3:11]>>[CH3:1][O:2][CH:3]([CH:4]([C:5]#[N:6])[CH:7]([O:8][CH3:9])[O:10][CH3:11])[O:13][CH3:12]. Product: COC(OC)C(C#N)C(OC)OC. Starting materials: COC(=O)c1ccc(Cn2ncc(C(=O)OC(C)(C)C)c2Cl)cc1, COC(=O)c1cccc(Cn2ncc(C(=O)OC(C)(C)C)c2N)c1. Yields the product COC(=O)c1cccc(Cn2ncc(C(=O)OC(C)(C)C)c2Cl)c1. RXN SMILES: [C:1]([CH3:2])([CH3:3])([CH3:4])[O:5][C:6](=[O:7])[c:8]1[cH:9][n:10][n:11]([CH2:14][c:15]2[cH:16][cH:17][c:18]([C:19]([O:20][CH3:21])=[O:22])[cH:23][cH:24]2)[c:12]1[Cl:13].[C:25]([O:26][C:27]([c:28]1[cH:29][n:30][n:31]([CH2:32][c:39]2[cH:40][c:41]([C:45](=[O:46])[O:47][CH3:48])[cH:42][cH:43][cH:44]2)[c:33]1[NH2:34])=[O:35])([CH3:36])([CH3:37])[CH3:38]>>[C:1]([CH3:2])([CH3:3])([CH3:4])[O:5][C:6](=[O:7])[c:8]1[cH:9][n:10][n:11]([CH2:14][c:39]2[cH:40][c:41]([C:45](=[O:46])[O:47][CH3:48])[cH:42][cH:43][cH:44]2)[c:12]1[Cl:13]. The reactants are C(#N)CC1(CN(C1)C=1N=CC(=NC1)C(=O)N[C@H](C(F)(F)F)C)N1N=CC(=C1)B1OC(C(O1)(C)C)(C)C (5-{3-(cyanomethyl)-3-[4-(4,4,5,5-tetramethyl-1,3,2-dioxaborolan-2-yl)-1H-pyrazol-1-yl]azetidin-1-yl}-N-[(1S)-2,2,2-trifluoro-1-methylethyl]pyrazine-2-carboxamide), BrC=1C(=NN(C1)C(=O)OC(C)(C)C)C (tert-butyl 4-bromo-3-methyl-1H-pyrazole-1-carboxylate), C([O-])([O-])=O.[Na+].[Na+] (sodium carbonate). The reagents and catalysts are C=1C=CC(=CC1)[P](C=2C=CC=CC2)(C=3C=CC=CC3)[Pd]([P](C=4C=CC=CC4)(C=5C=CC=CC5)C=6C=CC=CC6)([P](C=7C=CC=CC7)(C=8C=CC=CC8)C=9C=CC=CC9)[P](C=1C=CC=CC1)(C=1C=CC=CC1)C=1C=CC=CC1 (tetrakis(triphenylphosphine)palladium(0)). The solvent is O1CCOCC1 (1,4-dioxane), O (water). Run at temperature 100 celsius, time 8 hour. Product: FC(C(=O)O)(F)F.C(#N)CC1(CN(C1)C=1N=CC(=NC1)C(=O)N[C@H](C(F)(F)F)C)N1N=CC(=C1)C=1C(=NNC1)C (5-[3-(Cyanomethyl)-3-(3′-methyl-1H,1′H-4,4′-bipyrazol-1-yl)azetidin-1-yl]-N-[(1S)-2,2,2-trifluoro-1-methylethyl]pyrazine-2-carboxamide trifluoroacetate), C(=O)(C(F)(F)F)O (TFA). As a reaction SMILES: [C:1]([CH2:3][C:4]1([N:23]2[CH:27]=[C:26](B3OC(C)(C)C(C)(C)O3)[CH:25]=[N:24]2)[CH2:7][N:6]([C:8]2[N:9]=[CH:10][C:11]([C:14]([NH:16][C@@H:17]([CH3:22])[C:18]([F:21])([F:20])[F:19])=[O:15])=[N:12][CH:13]=2)[CH2:5]1)#[N:2].Br[C:38]1[C:39]([CH3:50])=[N:40][N:41](C(OC(C)(C)C)=O)[CH:42]=1.[C:51](=[O:54])([O-])[O-:52].[Na+].[Na+]>O1CCOCC1.O.C1C=CC([P]([Pd]([P](C2C=CC=CC=2)(C2C=CC=CC=2)C2C=CC=CC=2)([P](C2C=CC=CC=2)(C2C=CC=CC=2)C2C=CC=CC=2)[P](C2C=CC=CC=2)(C2C=CC=CC=2)C2C=CC=CC=2)(C2C=CC=CC=2)C2C=CC=CC=2)=CC=1>[F:19][C:18]([F:21])([F:20])[C:51]([OH:52])=[O:54].[C:1]([CH2:3][C:4]1([N:23]2[CH:27]=[C:26]([C:38]3[C:39]([CH3:50])=[N:40][NH:41][CH:42]=3)[CH:25]=[N:24]2)[CH2:7][N:6]([C:8]2[N:9]=[CH:10][C:11]([C:14]([NH:16][C@@H:17]([CH3:22])[C:18]([F:19])([F:20])[F:21])=[O:15])=[N:12][CH:13]=2)[CH2:5]1)#[N:2].[C:51]([OH:52])([C:18]([F:21])([F:20])[F:19])=[O:54] |f:2.3.4,8.9,^1:67,69,88,107|. Procedure details: A mixture of 5-{3-(cyanomethyl)-3-[4-(4,4,5,5-tetramethyl-1,3,2-dioxaborolan-2-yl)-1H-pyrazol-1-yl]azetidin-1-yl}-N-[(1S)-2,2,2-trifluoro-1-methylethyl]pyrazine-2-carboxamide (27.0 mg, 0.0533 mmol), tert-butyl 4-bromo-3-methyl-1H-pyrazole-1-carboxylate (15 mg, 0.059 mmol), tetrakis(triphenylphosphine)palladium(0) (3.1 mg, 0.0027 mmol) and sodium carbonate (17.0 mg, 0.160 mmol) in 1,4-dioxane (1.6 mL) and water (0.8 mL) under nitrogen was stirred at 100° C. overnight. The reaction mixture was fil...